Dataset: the Open Reaction Database (ORD), a public repository of structured organic reaction records. Task: describe an organic reaction: reactants, conditions, products, and yield The product is CC1NC(=O)c2c1cc(F)c(F)c2Nc1ccc(Br)cc1Cl. RXN SMILES: [CH3:35][CH2:36][O:37][C:38]([CH3:39])=[O:40].[Cl:1][c:2]1[c:3]([NH:8][c:9]2[c:10]([F:21])[c:11]([F:20])[cH:12][c:13]3[c:17]2[C:16](=[O:18])[NH:15][CH:14]3[CH3:19])[cH:4][cH:5][cH:6][cH:7]1.[O:22]=[C:23]1[N:24]([Br:29])[C:25](=[O:26])[CH2:27][CH2:28]1.[O:30]=[CH:31][N:32]([CH3:33])[CH3:34]>>[Cl:1][c:2]1[c:3]([NH:8][c:9]2[c:10]([F:21])[c:11]([F:20])[cH:12][c:13]3[c:17]2[C:16](=[O:18])[NH:15][CH:14]3[CH3:19])[cH:4][cH:5][c:6]([Br:29])[cH:7]1. The reactants are CCOC(C)=O, CC1NC(=O)c2c1cc(F)c(F)c2Nc1ccccc1Cl, O=C1CCC(=O)N1Br, CN(C)C=O. Reactants: solution, Cl (hydrochloric acid), CN(C=CC(=O)C1=CC=CC=C1)C (3-dimethylaminoacrylophenone), C(#N)[BH3-].[Na+] (sodium cyanoborohydride), C(C)(C)O (isopropanol), P(=O)(Cl)(Cl)Cl (phosphorus oxychloride), CC1=CC=C(C=C1)S (4-methylthiophenol). The solvent is C(C)OCC (ethyl ether). The product is OC1(CCCC2=CC=CC=C12)C(=CCN(C)C)C1=CC=CC=C1 (1-(1-hydroxy-1,2,3,4-tetrahydro-1-naphthyl)-3-dimethylamino-1-phenyl-1-propene). RXN SMILES: [CH3:1][N:2]([CH3:13])[CH:3]=[CH:4][C:5]([C:7]1[CH:12]=[CH:11][CH:10]=[CH:9][CH:8]=1)=O.P(Cl)(Cl)(Cl)=O.[CH3:19][C:20]1[CH:25]=[CH:24][C:23](S)=[CH:22][CH:21]=1.C([BH3-])#N.[Na+].Cl.[CH:32]([OH:35])([CH3:34])[CH3:33]>C(OCC)C>[OH:35][C:32]1([C:5]([C:7]2[CH:12]=[CH:11][CH:10]=[CH:9][CH:8]=2)=[CH:4][CH2:3][N:2]([CH3:13])[CH3:1])[C:34]2[C:23](=[CH:22][CH:21]=[CH:20][CH:19]=2)[CH2:24][CH2:25][CH2:33]1 |f:3.4|. Reported procedure: By using a method similar to that described in Example 35, but starting from 3-dimethylaminoacrylophenone (5 g), phosphorus oxychloride (2.47 cc), 4-methylthiophenol (3.55 g) and sodium cyanoborohydride (1 g), and after evaporating the organic phase to dryness under reduced pressure (2.7 kPa) at 40° C., an orange oil is obtained which is dissolved in isopropanol (40 cc). A 5.6N solution (7 cc) of hydrochloric acid gas in ethyl ether is added to this solution. The precipitate formed is separated ... Starting materials: [OH-].[OH-].[Sr+2] (strontium hydroxide (Sr(OH)2)), NC(=O)N (urea), C([O-])([O-])=O (carbonate), NC(=O)N (urea). Reaction conditions: time 120 minute. The product is C([O-])([O-])=O.[Sr+2] (strontium carbonate), C([O-])([O-])=O (carbonate). As a reaction SMILES: [OH-].[OH-].[Sr+2:3].NC(N)=O.[C:8](=[O:11])([O-:10])[O-:9]>>[C:8](=[O:9])([O-:11])[O-:10].[Sr+2:3].[C:8](=[O:9])([O-:11])[O-:10] |f:0.1.2,5.6|. Procedure details: As shown in FIG. 1, a 0.025M strontium hydroxide (Sr(OH)2) suspension as a metal ion source was mixed in a container with a 0.5M urea ((NH2)2CO) aqueous solution as a carbonate ion source to prepare a mixture solution. The pH of the mixture solution was 12.60. The container having the mixture solution was placed into a reaction vessel and held at 90° C. for 120 minutes while agitating the mixture, whereby thermal decomposition of urea (heating reaction) occurred to produce strontium carbonate cr... Reactants: CCCC[N+](CCCC)(CCCC)CCCC, C1CCOC1, CC[Si](C#Cc1ccc(C(=O)OC)cc1C)(CC)CC, CCOC(C)=O, [F-], O. Product: C#Cc1ccc(C(=O)OC)cc1C. As a reaction SMILES: [CH2:22]([N+:23]([CH2:24][CH2:25][CH2:26][CH3:27])([CH2:28][CH2:29][CH2:30][CH3:31])[CH2:32][CH2:33][CH2:34][CH3:35])[CH2:36][CH2:37][CH3:38].[CH2:39]1[O:40][CH2:41][CH2:42][CH2:43]1.[CH3:1][c:2]1[cH:3][c:4]([C:5](=[O:6])[O:7][CH3:8])[cH:9][cH:10][c:11]1[C:12]#[C:13][Si:14]([CH2:15][CH3:16])([CH2:17][CH3:18])[CH2:19][CH3:20].[CH3:44][CH2:45][O:46][C:47](=[O:48])[CH3:49].[F-:21].[OH2:50]>>[CH3:1][c:2]1[cH:3][c:4]([C:5](=[O:6])[O:7][CH3:8])[cH:9][cH:10][c:11]1[C:12]#[CH:13].